Dataset: the Open Reaction Database (ORD), a public repository of structured organic reaction records. Task: describe an organic reaction: reactants, conditions, products, and yield Reactants: COC1=CC=C(C=C1)C1=NC(=NC=C1C(=O)OCC)SC (ethyl 4-(4-methoxyphenyl)-2-(methylsulfanyl)pyrimidine-5-carboxylate), [H-].C(C(C)C)[Al+]CC(C)C (diisobutylaluminum hydride). Run in C1(=CC=CC=C1)C (toluene). Conditions: temperature -78 celsius, time 1.5 hour. Yields the product COC1=CC=C(C=C1)C1=NC(=NC=C1CO)SC ([4-(4-methoxyphenyl)-2-(methylsulfanyl)pyrimidin-5-yl]methanol). Isolated yield 67.8%. RXN SMILES: [CH3:1][O:2][C:3]1[CH:8]=[CH:7][C:6]([C:9]2[C:14]([C:15](OCC)=[O:16])=[CH:13][N:12]=[C:11]([S:20][CH3:21])[N:10]=2)=[CH:5][CH:4]=1.[H-].C([Al+]CC(C)C)C(C)C>C1(C)C=CC=CC=1>[CH3:1][O:2][C:3]1[CH:8]=[CH:7][C:6]([C:9]2[C:14]([CH2:15][OH:16])=[CH:13][N:12]=[C:11]([S:20][CH3:21])[N:10]=2)=[CH:5][CH:4]=1 |f:1.2|. Reported procedure: To a solution of ethyl 4-(4-methoxyphenyl)-2-(methylsulfanyl)pyrimidine-5-carboxylate (23.1 g) in toluene (500 mL) was added diisobutylaluminum hydride (15% toluene solution, 131 mL) at −78° C. The reaction mixture was stirred at −78° C. for 1.5 hr, and quenched with acetic acid. The reaction mixture was extracted with ethyl acetate, and the extract was washed successively with saturated aqueous sodium carbonate solution and saturated brine, and dried over anhydrous sodium sulfate. The solvent w...